This data is from the Open Reaction Database (ORD), a public repository of structured organic reaction records. The task is: describe an organic reaction: reactants, conditions, products, and yield Reactants: CC1=C(C(=O)C2=C(C1=O)N3C[C@H]4[C@@H]([C@@]3([C@@H]2COC(=O)N)OC)N4)OC (mitomycin A), N1CC(CC1)O (3-pyrrolidinol). The solvent is CO (methanol). Product: C(N)(O)=O.OCC1C2(N(C=3C(C(=C(C(C13)=O)N1CC(CC1)O)C)=O)CC1C2N1)OC (1,1a,2,8,8a,8b-Hexahydro-8-(hydroxymethyl)-8a-methoxy-5-methyl-6-(3-hydroxy-1-pyrrolidinyl)-azirino[2',3':3,4]pyrrolo[1,2-a]indole-4,7-dione carbamate). Isolated yield 76.1%. As a reaction SMILES: [CH3:1][C:2]1[C:8](=[O:9])[C:7]2[N:10]3[C@@:14]([O:21][CH3:22])([C@H:15]([CH2:16][O:17][C:18]([NH2:20])=[O:19])[C:6]=2[C:4](=[O:5])[C:3]=1OC)[C@H:13]1[NH:23][C@H:12]1[CH2:11]3.[NH:26]1[CH2:30][CH2:29][CH:28]([OH:31])[CH2:27]1>CO>[C:18](=[O:17])([OH:19])[NH2:20].[OH:17][CH2:16][CH:15]1[C:6]2[C:4](=[O:5])[C:3]([N:26]3[CH2:30][CH2:29][CH:28]([OH:31])[CH2:27]3)=[C:2]([CH3:1])[C:8](=[O:9])[C:7]=2[N:10]2[CH2:11][CH:12]3[NH:23][CH:13]3[C:14]12[O:21][CH3:22] |f:3.4|. Reported procedure: A solution of mitomycin A (50 mg) in 6 ml of anhydrous methanol was treated with 3-pyrrolidinol (13 mg) under nitrogen at room temperature. When thin-layer chromatography on silica gel (2:8 methanol-chloroform as solvent) showed that starting material no longer was present, the mixture was filtered and evaporated under reduced pressure. The residue was purified by preparative thinlayer chromatography using the same solvent system. This procedure gave 23 mg (40% yield) of the desired product havi... Starting materials: BrC=1C=NNC1 (4-bromo-1H-pyrazole), ClCCO (2-chloroethanol), C1=CC=C(C=C1)P(C2=CC=CC=C2)C3=CC=CC=C3 (PPh3), CCOC(=O)/N=N/C(=O)OCC (DEAD). Run in C1CCOC1 (THF). Conditions: time 8 hour. The product is BrC=1C=NN(C1)CCCl (4-Bromo-1-(2-chloroethyl)-1H-pyrazole). As a reaction SMILES: [Br:1][C:2]1[CH:3]=[N:4][NH:5][CH:6]=1.[Cl:7][CH2:8][CH2:9]O.C1C=CC(P(C2C=CC=CC=2)C2C=CC=CC=2)=CC=1.CCOC(/N=N/C(OCC)=O)=O>C1COCC1>[Br:1][C:2]1[CH:3]=[N:4][N:5]([CH2:9][CH2:8][Cl:7])[CH:6]=1. Procedure: To a solution of 4-bromo-1H-pyrazole (5 g, 34.02 mmol), 2-chloroethanol (2.7 mL, 40.82 mmol) and PPh3 (10.71 g, 40.82 mmol) and in THF (68 mL) at 0° C. was added DEAD (6.4 mL, 40.8 mmol). The mixture was allowed to warm-up to room temperature and stirred overnight. It was then concentrated under reduced pressure, the residue was treated with ether and the resultant suspension was filtered. The filtrate was collected and concentrated under reduced pressure to afford the title compound 75 which wa... The reactants are Ir((1,5-cyclooctadien)Cl]2, CC1=C(C(=CC=C1)C)N=C(C)COC (N-(2′,6′-dimethylphenyl)-1-methoxymethyl-ethylideneamine), [H][H] (hydrogen). Reagents/catalysts: [I-].C(CCC)[N+](CCCC)(CCCC)CCCC (tetrabutylammonium iodide). The solvent is O1CCCC1.ClCCl (tetrahydrofuran dichloromethane), O1CCCC1 (tetrahydrofuran). Conditions: time 91 hour. Product: CC1=C(C(=CC=C1)C)NC(C)COC (N-(2′,6′-dimethylphenyl)-1-methoxymethylethylamine). As a reaction SMILES: [CH3:1][C:2]1[CH:7]=[CH:6][CH:5]=[C:4]([CH3:8])[C:3]=1[N:9]=[C:10]([CH2:12][O:13][CH3:14])[CH3:11].[H][H]>[I-].C([N+](CCCC)(CCCC)CCCC)CCC.O1CCCC1.ClCCl.O1CCCC1>[CH3:8][C:4]1[CH:5]=[CH:6][CH:7]=[C:2]([CH3:1])[C:3]=1[NH:9][CH:10]([CH2:12][O:13][CH3:14])[CH3:11] |f:2.3,4.5|. Reported procedure: The general procedure described in Example B1 is repeated, with the following modifications to the reaction conditions: A catalyst solution is prepared consisting of 5.3 mg of [Ir((1,5-cyclooctadien)Cl]2 (0.0079 mmol), 10.2 mg of A (0.017 mmol) and 11.9 mg of tetrabutylammonium iodide (0.032 mmol) in 5 ml of tetrahydrofuran/dichloromethane (1:1). A substrate solution consisting of 1.5 g of N-(2′,6′-dimethylphenyl)-1-methoxymethyl-ethylideneamine (7.8 mmol) in 5 ml of tetrahydrofuran is also used... Procedure details: 164.2 mg (2 mmols) 3-aminocrotononitrile and 150.2 mg (2 mmols) 2-methoxyethylamine were dissolved in 8 mL ethanol and refluxed under argon for 3 hours. The solvent was distilled off under vacuum and the residue dissolved in 10 mL acetic acid. 160.2 mg (1 mmol) 3-methyl-1H-indazole-5-carbaldehyde (from Synthetic Preparation 10) were added. The mixture was stirred for 3 hours at 100° C. and then concentrated under vacuum. Purification by column chromatography gave 1-(2-methoxy-ethyl)-2,6-dimethyl... Solvent: C(C)O (ethanol). The reactants are N\C(=C/C#N)\C (3-aminocrotononitrile), COCCN (2-methoxyethylamine), CC1=NNC2=CC=C(C=C12)C=O (3-methyl-1H-indazole-5-carbaldehyde). Yield: 6.3%. Run at temperature 100 celsius, time 3 hour. RXN SMILES: [NH2:1]/[C:2](/[CH3:6])=[CH:3]\[C:4]#[N:5].[CH3:7][O:8][CH2:9][CH2:10]N.[CH3:12][C:13]1[C:21]2[C:16](=[CH:17][CH:18]=[C:19]([CH:22]=O)[CH:20]=2)[NH:15][N:14]=1>C(O)C>[CH3:7][O:8][CH2:9][CH2:10][N:1]1[C:2]([CH3:6])=[C:3]([C:4]#[N:5])[CH:22]([C:19]2[CH:20]=[C:21]3[C:16](=[CH:17][CH:18]=2)[NH:15][N:14]=[C:13]3[CH3:12])[C:3]([C:4]#[N:5])=[C:2]1[CH3:6]. Product: COCCN1C(=C(C(C(=C1C)C#N)C=1C=C2C(=NNC2=CC1)C)C#N)C (1-(2-methoxy-ethyl)-2,6-dimethyl-4-(3-methyl-1H-indazol-5-yl)-1,4-dihydro-pyridine-3,5-dicarbonitrile). Starting materials: O=C([O-])[O-], CC1NCCC1O, CS(C)=O, N#Cc1ccc(F)c2ccccc12, [K+], [K+], O. Product: CC1C(O)CCN1c1ccc(C#N)c2ccccc12. As a reaction SMILES: [C:21](=[O:22])([O-:23])[O-:24].[CH3:14][CH:15]1[NH:16][CH2:17][CH2:18][CH:19]1[OH:20].[CH3:27][S:28]([CH3:29])=[O:30].[F:1][c:2]1[cH:3][cH:4][c:5]([C:12]#[N:13])[c:6]2[cH:7][cH:8][cH:9][cH:10][c:11]12.[K+:25].[K+:26].[OH2:31]>>[c:2]1([N:16]2[CH:15]([CH3:14])[CH:19]([OH:20])[CH2:18][CH2:17]2)[cH:3][cH:4][c:5]([C:12]#[N:13])[c:6]2[cH:7][cH:8][cH:9][cH:10][c:11]12. Starting materials: O=C(NC1CCN(C(=O)OCc2ccccc2)CC1)C1CCC(NOCc2ccccc2)CN1, CCN(C(C)C)C(C)C, O=C(OC(Cl)(Cl)Cl)OC(Cl)(Cl)Cl, ClCCl, [Na+], Cc1ccc(S(=O)(=O)[O-])cc1, O=C([O-])O, O=P(O)(O)O. Product: O=C(NC1CCN(C(=O)OCc2ccccc2)CC1)C1CCC2CN1C(=O)N2OCc1ccccc1. As a reaction SMILES: [CH2:1]([c:2]1[cH:3][cH:4][cH:5][cH:6][cH:7]1)[O:8][NH:9][CH:10]1[CH2:11][CH2:12][CH:13]([C:16](=[O:17])[NH:18][CH:19]2[CH2:20][CH2:21][N:22]([C:25](=[O:26])[O:27][CH2:28][c:29]3[cH:30][cH:31][cH:32][cH:33][cH:34]3)[CH2:23][CH2:24]2)[NH:14][CH2:15]1.[CH:51]([N:52]([CH2:53][CH3:54])[CH:55]([CH3:56])[CH3:57])([CH3:58])[CH3:59].[Cl:60][C:61]([Cl:62])([O:63][C:64](=[O:65])[O:66][C:67]([Cl:68])([Cl:69])[Cl:70])[Cl:71].[Cl:77][CH2:78][Cl:79].[Na+:50].[O-:35][S:36]([c:37]1[cH:38][cH:39][c:40]([CH3:41])[cH:42][cH:43]1)(=[O:44])=[O:45].[O-:46][C:47]([OH:48])=[O:49].[P:72](=[O:73])([OH:74])([OH:75])[OH:76]>>[CH2:1]([c:2]1[cH:3][cH:4][cH:5][cH:6][cH:7]1)[O:8][N:9]1[CH:10]2[CH2:11][CH2:12][CH:13]([C:16](=[O:17])[NH:18][CH:19]3[CH2:20][CH2:21][N:22]([C:25](=[O:26])[O:27][CH2:28][c:29]4[cH:30][cH:31][cH:32][cH:33][cH:34]4)[CH2:23][CH2:24]3)[N:14]([CH2:15]2)[C:47]1=[O:46]. Reactants: C(C)N(C1=CC=C(C=O)C=C1)CC (p-diethylaminobenzaldehyde), CC1CCC(CC1)=O (4-methylcyclohexanone), ethanolic solution, [O-]CC.[Na+] (sodium ethoxide). The solvent is C(C)O (ethanol). The product is C(C)N(C1=CC=C(C=C2C(C(CC(C2)C)=CC2=CC=C(C=C2)N(CC)CC)=O)C=C1)CC (2,6-bis(4'-diethylaminobenzal)-4-methylcyclohexanone). As a reaction SMILES: [CH2:1]([N:3]([CH2:12][CH3:13])[C:4]1[CH:11]=[CH:10][C:7]([CH:8]=O)=[CH:6][CH:5]=1)[CH3:2].[CH3:14][CH:15]1[CH2:20][CH2:19][C:18](=[O:21])[CH2:17][CH2:16]1.[O-][CH2:23][CH3:24].[Na+]>C(O)C>[CH2:1]([N:3]([CH2:12][CH3:13])[C:4]1[CH:11]=[CH:10][C:7]([CH:8]=[C:17]2[CH2:16][CH:15]([CH3:14])[CH2:20][C:19](=[CH:8][C:7]3[CH:10]=[CH:11][C:4]([N:3]([CH2:23][CH3:24])[CH2:1][CH3:2])=[CH:5][CH:6]=3)[C:18]2=[O:21])=[CH:6][CH:5]=1)[CH3:2] |f:2.3|. Procedure: In 50 ml of anhydrous ethanol were dissolved 35.4 g of p-diethylaminobenzaldehyde and 11.2 g of 4-methylcyclohexanone, and 20 ml of 10% ethanolic solution of sodium ethoxide was added dropwise to the resulting solution and the resulting mixture was subjected to reaction under reflux for 5 hours. The reaction mixture was cooled, and the crystals thus precipitated were collected by filtration, and then recrystallized from toluene, to obtain 30.2 g of 2,6-bis(4'-diethylaminobenzal)-4-methylcyclohex... Reactants: C(C)(C)(C)OC(CCNC(C=1C(N)=CC=C(C1)NC(CCNC(=O)OC(C)(C)C)=O)=O)=O (N-[5-[[N-(t-butoxycarbonyl)-β-alanyl]amino]anthraniloyl]-β-alanine t-butyl ester), FC(C(=O)O)(F)F (trifluoroacetic acid). Product: FC(C(=O)O)(F)F.NCCC(=O)NC1=CC=C(C(C(=O)NCCC(=O)O)=C1)N (N-[5-(β-alanylamino)anthraniloyl]-β-alanine trifluoroacetate). RXN SMILES: C([O:5][C:6](=[O:32])[CH2:7][CH2:8][NH:9][C:10](=[O:31])[C:11]1[C:12](=[CH:14][CH:15]=[C:16]([NH:18][C:19](=[O:30])[CH2:20][CH2:21][NH:22]C(OC(C)(C)C)=O)[CH:17]=1)[NH2:13])(C)(C)C.[F:33][C:34]([F:39])([F:38])[C:35]([OH:37])=[O:36]>>[F:33][C:34]([F:39])([F:38])[C:35]([OH:37])=[O:36].[NH2:22][CH2:21][CH2:20][C:19]([NH:18][C:16]1[CH:17]=[C:11]([C:10]([NH:9][CH2:8][CH2:7][C:6]([OH:32])=[O:5])=[O:31])[C:12]([NH2:13])=[CH:14][CH:15]=1)=[O:30] |f:2.3|. Procedure: 293 mg of N-[5-[[N-(t-butoxycarbonyl)-β-alanyl]amino]anthraniloyl]-β-alanine t-butyl ester are stirred at 20° C. for 3 hours in 1.3 ml of trifluoroacetic acid. The solvent is evaporated in a vacuum, the residue is dissolved in water and evaporated in a vacuum. There are obtained 324 mg of N-[5-(β-alanylamino)anthraniloyl]-β-alanine trifluoroacetate (1:2), MS: 295 (100, M+H). Starting materials: C(#N)C1=C(C(=C(C=C1)C=1C=NN(C1O)C1=NC=C(C(=O)O)C=C1)C)F (6-(4-(4-cyano-3-fluoro-2-methylphenyl)-5-hydroxy-1H-pyrazol-1-yl)nicotinic acid), Cl.Cl.CN1CC2(C1)CNC2 (2-methyl-2,6-diazaspiro[3.3]heptane dihydrochloride). The product is FC1=C(C#N)C=CC(=C1C)C=1C=NN(C1O)C1=NC=C(C=C1)C(=O)N1CC2(C1)CN(C2)C (2-fluoro-4-(5-hydroxy-1-(5-(6-methyl-2,6-diazaspiro[3.3]heptane-2-carbonyl)pyridin-2-yl)-1H-pyrazol-4-yl)-3-methylbenzonitrile). RXN SMILES: [C:1]([C:3]1[CH:8]=[CH:7][C:6]([C:9]2[CH:10]=[N:11][N:12]([C:15]3[CH:23]=[CH:22][C:18]([C:19](O)=[O:20])=[CH:17][N:16]=3)[C:13]=2[OH:14])=[C:5]([CH3:24])[C:4]=1[F:25])#[N:2].Cl.Cl.[CH3:28][N:29]1[CH2:32][C:31]2([CH2:35][NH:34][CH2:33]2)[CH2:30]1>>[F:25][C:4]1[C:5]([CH3:24])=[C:6]([C:9]2[CH:10]=[N:11][N:12]([C:15]3[CH:23]=[CH:22][C:18]([C:19]([N:34]4[CH2:35][C:31]5([CH2:32][N:29]([CH3:28])[CH2:30]5)[CH2:33]4)=[O:20])=[CH:17][N:16]=3)[C:13]=2[OH:14])[CH:7]=[CH:8][C:3]=1[C:1]#[N:2] |f:1.2.3|. Reported procedure: The title compound was prepared in a manner similar to Example 301 using 6-(4-(4-cyano-3-fluoro-2-methylphenyl)-5-hydroxy-1H-pyrazol-1-yl)nicotinic acid and 2-methyl-2,6-diazaspiro[3.3]heptane dihydrochloride. 1H NMR (400 MHz, DMSO-d6) δ ppm 2.33 (d, J=2.27 Hz, 3H) 2.80 (d, J=4.55 Hz, 3H) 3.94-4.67 (m, 8H) 7.61 (d, J=8.08 Hz, 1H) 7.69-7.78 (m, 1H) 8.16-8.29 (m, 2H) 8.42 (d, J=8.59 Hz, 1H) 8.69 (br. s., 1H). ESI-MS m/z [M+H]+ 433.3.